From a dataset of the Open Reaction Database (ORD), a public repository of structured organic reaction records. describe an organic reaction: reactants, conditions, products, and yield Starting materials: [BH4-], CCC(CC)CCN, CO, [Na+], NC(=O)c1ccc(Oc2ccc(C3OCCO3)cc2F)cn1. The product is CCC(CC)CCNCc1ccc(Oc2ccc(C(N)=O)nc2)c(F)c1. RXN SMILES: [BH4-:31].[CH2:23]([CH3:24])[CH:25]([CH2:26][CH2:27][NH2:28])[CH2:29][CH3:30].[CH3:33][OH:34].[Na+:32].[O:1]1[CH:2]([c:6]2[cH:7][c:8]([F:22])[c:9]([O:10][c:11]3[cH:12][cH:13][c:14]([C:17](=[O:18])[NH2:19])[n:15][cH:16]3)[cH:20][cH:21]2)[O:5][CH2:4][CH2:3]1>>[CH2:2]([c:6]1[cH:7][c:8]([F:22])[c:9]([O:10][c:11]2[cH:12][cH:13][c:14]([C:17](=[O:18])[NH2:19])[n:15][cH:16]2)[cH:20][cH:21]1)[NH:28][CH2:27][CH2:26][CH:25]([CH2:23][CH3:24])[CH2:29][CH3:30]. Reactants: C(C)N(CC/C=C/C1=C(C=CC=C1)S(=O)(=O)NC1=C(C=2CCCCC2C=C1)C(=O)OC)CC (methyl 2-[({2-[(1E)-4-(diethylamino)-1-butenyl]phenyl}sulfonyl)amino]-5,6,7,8-tetrahydro-1-naphthalenecarboxylate), [Li+].[I-] (LiI). The solvent is N1=CC=CC=C1 (pyridine). Product: C(C)N(CC/C=C/C1=C(C=CC=C1)S(=O)(=O)NC1=C(C=2CCCCC2C=C1)C(=O)O)CC (2-[({2-[(1E)-4-(diethylamino)-1-butenyl]phenyl}sulfonyl)amino]-5,6,7,8-tetrahydro-1-naphthalenecarboxylic acid). Isolated yield 70.4%. Reaction SMILES: [CH2:1]([N:3]([CH2:32][CH3:33])[CH2:4][CH2:5]/[CH:6]=[CH:7]/[C:8]1[CH:13]=[CH:12][CH:11]=[CH:10][C:9]=1[S:14]([NH:17][C:18]1[CH:27]=[CH:26][C:25]2[CH2:24][CH2:23][CH2:22][CH2:21][C:20]=2[C:19]=1[C:28]([O:30]C)=[O:29])(=[O:16])=[O:15])[CH3:2].[Li+].[I-]>N1C=CC=CC=1>[CH2:32]([N:3]([CH2:1][CH3:2])[CH2:4][CH2:5]/[CH:6]=[CH:7]/[C:8]1[CH:13]=[CH:12][CH:11]=[CH:10][C:9]=1[S:14]([NH:17][C:18]1[CH:27]=[CH:26][C:25]2[CH2:24][CH2:23][CH2:22][CH2:21][C:20]=2[C:19]=1[C:28]([OH:30])=[O:29])(=[O:16])=[O:15])[CH3:33] |f:1.2|. Reported procedure: A mixture of Example 529D (373 mg, 0.8 mmol) and LiI (428 mg, 4 equiv.) in 8 mL of pyridine was heated at 150° C. for 35 minutes in a microwave. The product was purified in two fractions by preparative HPLC on a Waters Symmetry C8 column (40 mm×100 mm, 7 μm particle size) using a gradient of 0% to 95% acetonitrile/0.1% aqueous TFA over 12 minutes (15 minute run time) at a flow rate of 70 mL/min to yield 257 mg (70%) of the desired product. MS (ESI(+)) m/e 457 (M+H)+; MS (ESI(−)) m/e 455 (M−H)−; ... Starting materials: C1(=C(C=CC=C1)CC(=O)N)C (2-o-tolylacetamide), COC(N(C)C)OC (N,N,-dimethylformamide dimethylacetal), COC(N(C)C)OC (N,N,-dimethylformamide dimethylacetal). Run in C(C)(=O)O (acetic acid). Run at temperature 120 celsius, time 55 minute. Product: C(=O)NC(CC1=C(C=CC=C1)C)=O (N-formyl-2-(o-methylphenyl)acetamide). Reaction SMILES: [C:1]1([CH3:11])[CH:6]=[CH:5][CH:4]=[CH:3][C:2]=1[CH2:7][C:8]([NH2:10])=[O:9].[CH3:12][O:13]C(OC)N(C)C>C(O)(=O)C>[CH:12]([NH:10][C:8](=[O:9])[CH2:7][C:2]1[CH:3]=[CH:4][CH:5]=[CH:6][C:1]=1[CH3:11])=[O:13]. Procedure details: A mixture of 2-o-tolylacetamide (Lee, Dong-Ung; Mayer, Klaus K.; Wiegrebe, Wolfgang; Lauber, Rolf; Schlunegger, Urs P.; Arch. Pharm. 1988, 321; 265-272) (320 mg, 2.15 mmol) and N,N,-dimethylformamide dimethylacetal (1.1 mL, 8.59 mmol) was stirred under N2 for 55 min at 120° C. The excess of N,N,-dimethylformamide dimethylacetal was eliminated under reduced pressure. The residue was dissolved in 3 mL of 70% aqueous acetic acid and stirred at 0° C. for 30 min. The precipitate was filtered, washed ... Reactants: 50W, O1CCCC=C1 (dihydropyran), C1(CCC(CC1)O)O (1,4-cyclohexanediol). Solvent: C1(=CC=CC=C1)C (toluene). Conditions: time 17 hour. Product: O1C(CCCC1)OC1CCC(CC1)O (4-(tetrahydro-2H-pyran-2-yloxy)cyclo-hexanol). Isolated yield 0.1%. As a reaction SMILES: [O:1]1[CH:6]=[CH:5][CH2:4][CH2:3][CH2:2]1.[CH:7]1([OH:14])[CH2:12][CH2:11][CH:10]([OH:13])[CH2:9][CH2:8]1>C1(C)C=CC=CC=1>[O:1]1[CH2:2][CH2:3][CH2:4][CH2:5][CH:6]1[O:13][CH:10]1[CH2:11][CH2:12][CH:7]([OH:14])[CH2:8][CH2:9]1. Procedure: An acidic resin (Dowex 50W×8, trade name, Dow Chemical Company, 800 mg) and dihydropyran (1.89 ml, 20.7 mol) were added dropwise to a solution of 1,4-cyclohexanediol (4.0 g, 34.4 mol) in toluene (80 ml) at room temperature and vigorously stirred. After 17 hours, the reaction mixture was filtered by the use of Celite and the filtrate was concentrated under reduced pressure. The resulting residue was purified by a silica gel column chromatography (eluent: hexane/ethyl acetate) to obtain 4-(tetrahy... Starting materials: BrC1=CC=C(S1)C=1SC(=CC1)CCCCCC (5-bromo-5′-hexyl-2,2′-bithiophene), C[Si](C)(C)C#C (trimethylsilyl acetylene), N-diisopropylethylamine. Reagents/catalysts: C=1C=CC(=CC1)[P](C=2C=CC=CC2)(C=3C=CC=CC3)[Pd]([P](C=4C=CC=CC4)(C=5C=CC=CC5)C=6C=CC=CC6)([P](C=7C=CC=CC7)(C=8C=CC=CC8)C=9C=CC=CC9)[P](C=1C=CC=CC1)(C=1C=CC=CC1)C=1C=CC=CC1 (Pd(PPh3)4), [Cu]I (CuI). The solvent is C1CCOC1 (THF). Yields the product C(CCCCC)C1=CC=C(S1)C=1SC(=CC1)C#C[Si](C)(C)C (5-hexyl-5′-(2-trimethylsilylethynyl)-2,2′-bithiophene). The yield is 62.0%. As a reaction SMILES: Br[C:2]1[S:6][C:5]([C:7]2[S:8][C:9]([CH2:12][CH2:13][CH2:14][CH2:15][CH2:16][CH3:17])=[CH:10][CH:11]=2)=[CH:4][CH:3]=1.[CH3:18][Si:19]([C:22]#[CH:23])([CH3:21])[CH3:20]>C1C=CC([P]([Pd]([P](C2C=CC=CC=2)(C2C=CC=CC=2)C2C=CC=CC=2)([P](C2C=CC=CC=2)(C2C=CC=CC=2)C2C=CC=CC=2)[P](C2C=CC=CC=2)(C2C=CC=CC=2)C2C=CC=CC=2)(C2C=CC=CC=2)C2C=CC=CC=2)=CC=1.[Cu]I.C1COCC1>[CH2:12]([C:9]1[S:8][C:7]([C:5]2[S:6][C:2]([C:23]#[C:22][Si:19]([CH3:21])([CH3:20])[CH3:18])=[CH:3][CH:4]=2)=[CH:11][CH:10]=1)[CH2:13][CH2:14][CH2:15][CH2:16][CH3:17] |^1:27,29,48,67|. Procedure details: Sonogashira cross coupling reaction was carried out using 5-bromo-5′-hexyl-2,2′-bithiophene (0.46 g, 1.39 mmol), trimethylsilyl acetylene (0.35 ml, 3.50 mmol), N-diisopropylethylamine (4.8 ml), Pd(PPh3)4 (80 mg, 0.070 mmol), CuI (13 mg, 0.070 mmol) and THF (10 ml), and the reaction was treated in accordance with a conventional method, thereby producing an intended product (yield: 62%). The reactants are ClC1=CC=C2C=C(NC(C2=C1)=O)C1=C(C=CC=C1)C(F)(F)F (7-chloro-3-(2-trifluoromethylphenyl)-2H-isoquinolin-1-one), N1CCCC1 (pyrrolidine), C(C)(C)(C)P(C1=C(C=CC=C1)C1=CC=CC=C1)C(C)(C)C (2-(di-t-butylphosphino)biphenyl), CC(C)([O-])C.[Na+] (sodium t-butoxide). Reagents/catalysts: C(C)(=O)[O-].[Pd+2].C(C)(=O)[O-] (palladium acetate). The solvent is C1(=CC=CC=C1)C (toluene), O (water). The product is N1(CCCC1)C1=CC=C2C=C(NC(C2=C1)=O)C1=C(C=CC=C1)C(F)(F)F (7-pyrrolidin-1-yl-3-(2-trifluoromethylphenyl)-2H-isoquinolin-1-one). The yield is 50.4%. RXN SMILES: Cl[C:2]1[CH:11]=[C:10]2[C:5]([CH:6]=[C:7]([C:13]3[CH:18]=[CH:17][CH:16]=[CH:15][C:14]=3[C:19]([F:22])([F:21])[F:20])[NH:8][C:9]2=[O:12])=[CH:4][CH:3]=1.C(P(C(C)(C)C)C1C=CC=CC=1C1C=CC=CC=1)(C)(C)C.CC(C)([O-])C.[Na+].[NH:50]1[CH2:54][CH2:53][CH2:52][CH2:51]1>C1(C)C=CC=CC=1.C([O-])(=O)C.[Pd+2].C([O-])(=O)C.O>[N:50]1([C:2]2[CH:11]=[C:10]3[C:5]([CH:6]=[C:7]([C:13]4[CH:18]=[CH:17][CH:16]=[CH:15][C:14]=4[C:19]([F:22])([F:21])[F:20])[NH:8][C:9]3=[O:12])=[CH:4][CH:3]=2)[CH2:54][CH2:53][CH2:52][CH2:51]1 |f:2.3,6.7.8|. Procedure: A mixture consisting of 500 mg (1.54 mmol) of the 7-chloro-3-(2-trifluoromethylphenyl)-2H-isoquinolin-1-one prepared in Step B of Example 1; 45.0 mg (0.15 mmol) of 2-(di-t-butylphosphino)biphenyl; 17.0 mg (0.075 mmol) of palladium acetate; and 713 mg (7.42 mmol) of sodium t-butoxide, was suspended in 15 ml of toluene. Thereafter, 0.533 ml (6.39 mmol) of pyrrolidine was added to the above suspension, and the obtained mixture was then stirred under heating to reflux for 2 hours. Thereafter, the re... Yield: 61.6%. As a reaction SMILES: [BH4-].[Na+].[C:3]1([C:9]2([C:35]3[CH:40]=[CH:39][CH:38]=[CH:37][CH:36]=3)[O:13][C:12]3[CH:14]=[CH:15][C:16]([C:18](=[O:34])[CH:19]([N:21]4[CH2:26][CH2:25][C:24]([OH:33])([C:27]5[CH:32]=[CH:31][CH:30]=[CH:29][CH:28]=5)[CH2:23][CH2:22]4)[CH3:20])=[CH:17][C:11]=3[O:10]2)[CH:8]=[CH:7][CH:6]=[CH:5][CH:4]=1>C(O)C>[C:35]1([C:9]2([C:3]3[CH:4]=[CH:5][CH:6]=[CH:7][CH:8]=3)[O:13][C:12]3[CH:14]=[CH:15][C:16]([C@@H:18]([OH:34])[C@H:19]([N:21]4[CH2:22][CH2:23][C:24]([OH:33])([C:27]5[CH:28]=[CH:29][CH:30]=[CH:31][CH:32]=5)[CH2:25][CH2:26]4)[CH3:20])=[CH:17][C:11]=3[O:10]2)[CH:36]=[CH:37][CH:38]=[CH:39][CH:40]=1 |f:0.1|. Yields the product C1(=CC=CC=C1)C1(OC2=C(O1)C=CC(=C2)[C@H]([C@@H](C)N2CCC(CC2)(C2=CC=CC=C2)O)O)C2=CC=CC=C2 ((1R*,2R*)-1-(2,2-diphenyl-benzo(1,3)dioxol-5-yl)-2-(4-hydroxy-4-phenylpiperidin-1-yl)-propan-1-ol). Reported procedure: A mixture of sodium borohydride (0.15 g, 3.97 mmol) and ethanol (5 mL) was stirred 10 min and then 1-(2,2-diphenyl-benzo(1,3)dioxol-5-yl)-2-(4-hydroxy-4-phenylpiperidin-1-yl)-propan-1-one (1.70 g, 3.36 mmol in 20 mL of ethanol) was added. The reaction was stirred at ambient temperature over the weekend. The white precipitate was collected, rinsed with ethanol and ether, and air dried to afford 1.35 g of crude product. The product was recrystallized from ethanol/ether/hexane and then recrystalliz... Reaction conditions: time 10 minute. The reactants are [BH4-].[Na+] (sodium borohydride), C1(=CC=CC=C1)C1(OC2=C(O1)C=CC(=C2)C(C(C)N2CCC(CC2)(C2=CC=CC=C2)O)=O)C2=CC=CC=C2 (1-(2,2-diphenyl-benzo(1,3)dioxol-5-yl)-2-(4-hydroxy-4-phenylpiperidin-1-yl)-propan-1-one). Run in C(C)O (ethanol). Reactants: O=O (Oxygen), OC1=CC2=C(OC3=C2C=CC=C3)C=C1 (2-hydroxydibenzofuran), N1CCCCC1 (piperidine). Reagents/catalysts: C(C)(=O)[O-].[Cu+2].C(C)(=O)[O-] (copper (II) acetate). The solvent is CO (methanol). Yields the product N1(CCCCC1)C1=CC(C(C2=C1OC1=C2C=CC=C1)=O)=O (4-piperidinodibenzofuran-1,2-dione). Reaction SMILES: [O:1]=O.[OH:3][C:4]1[CH:16]=[CH:15][C:7]2[O:8][C:9]3[CH:14]=[CH:13][CH:12]=[CH:11][C:10]=3[C:6]=2[CH:5]=1.[NH:17]1[CH2:22][CH2:21][CH2:20][CH2:19][CH2:18]1>CO.C([O-])(=O)C.[Cu+2].C([O-])(=O)C>[N:17]1([C:15]2[C:7]3[O:8][C:9]4[CH:14]=[CH:13][CH:12]=[CH:11][C:10]=4[C:6]=3[C:5](=[O:1])[C:4](=[O:3])[CH:16]=2)[CH2:22][CH2:21][CH2:20][CH2:19][CH2:18]1 |f:4.5.6|. Procedure: Oxygen was bubbled, at a fast rate, for 3 hours, through a vigourously stirred solution of 2-hydroxydibenzofuran (73.8 g; 0.40 mol), copper (II) acetate (4.60 g; 0.025 mol) and piperidine (79.9 g; 0.94 mol) in methanol (600 ml) at room temperature. The resulting dark reaction mixture was filtered and the collected solid dried in air to give 4-piperidinodibenzofuran-1,2-dione as a very dark blue solid (66.3 g; 59%), m.pt. 151°-6° C. ##STR11## Reactants: C(C)(C)(C)OC(=O)N1[C@@H](CC(C1)=NOC)C(=O)O ((2S,4EZ)-1-(tert-butoxycarbonyl)-4-(methoxyimino)-2-pyrrolidinecarboxylic acid), C1(=CC=CC=C1)C(C(=O)Cl)C1=CC=CC=C1 (diphenylacetyl chloride), COC=1C=C(CN)C=CC1OC (3,4-dimethoxybenzylamine). Product: COC=1C=C(CNC(=O)[C@H]2N(CC(C2)=NOC)C(C(C2=CC=CC=C2)C2=CC=CC=C2)=O)C=CC1OC ((2S,4EZ)-N-(3,4-dimethoxybenzyl)-(diphenylacetyl)-4-(methoxyimino)-2-pyrrolidinecarboxamide). Reaction SMILES: C(O[C:6]([N:8]1[CH2:12][C:11](=[N:13][O:14][CH3:15])[CH2:10][C@H:9]1[C:16]([OH:18])=O)=[O:7])(C)(C)C.[C:19]1([CH:25]([C:29]2[CH:34]=[CH:33][CH:32]=[CH:31][CH:30]=2)C(Cl)=O)[CH:24]=[CH:23][CH:22]=[CH:21][CH:20]=1.[CH3:35][O:36][C:37]1[CH:38]=[C:39]([CH:42]=[CH:43][C:44]=1[O:45][CH3:46])[CH2:40][NH2:41]>>[CH3:35][O:36][C:37]1[CH:38]=[C:39]([CH:42]=[CH:43][C:44]=1[O:45][CH3:46])[CH2:40][NH:41][C:16]([C@@H:9]1[CH2:10][C:11](=[N:13][O:14][CH3:15])[CH2:12][N:8]1[C:6](=[O:7])[CH:25]([C:19]1[CH:20]=[CH:21][CH:22]=[CH:23][CH:24]=1)[C:29]1[CH:30]=[CH:31][CH:32]=[CH:33][CH:34]=1)=[O:18]. Procedure details: Following the general method as outlined in Example 22, starting from (2S,4EZ)-1-(tert-butoxycarbonyl)-4-(methoxyimino)-2-pyrrolidinecarboxylic acid, diphenylacetyl chloride, and 3,4-dimethoxybenzylamine the title compound was obtained in 74% purity by LC/MS. MS(ESI+): m/z=502.6.